This data is from the Open Reaction Database (ORD), a public repository of structured organic reaction records. The task is: describe an organic reaction: reactants, conditions, products, and yield The reactants are C1N(CCC2=CC=CC=C12)C(=O)C=1NC2=CC=C(C=C2C1)O ((3,4-dihydro-1H-isoquinolin-2-yl)-(5-hydroxy-1H-indol-2-yl)-methanone), OC=1C=C2C=C(NC2=CC1)C(=O)O (5-hydroxy-indole-2-carboxylic acid). The product is C1NCCC2=CC=CC=C12 (1,2,3,4-tetrahydro-isoquinoline). Reaction SMILES: [CH2:1]1[C:10]2[C:5](=[CH:6][CH:7]=[CH:8][CH:9]=2)[CH2:4][CH2:3][N:2]1C(C1NC2C(C=1)=CC(O)=CC=2)=O.OC1C=C2C(=CC=1)NC(C(O)=O)=C2>>[CH2:1]1[C:10]2[C:5](=[CH:6][CH:7]=[CH:8][CH:9]=2)[CH2:4][CH2:3][NH:2]1. Procedure: According to the procedure described for the synthesis of Example 1/step 1 (3,4-dihydro-1H-isoquinolin-2-yl)-(5-hydroxy-1H-indol-2-yl)-methanone was synthesized from 5-hydroxy-indole-2-carboxylic acid and 1,2,3,4-tetrahydro-isoquinoline which was yielded in 72% as white solid. MS (m/e): 293.0 (MH+, 100%).